From a dataset of the Open Reaction Database (ORD), a public repository of structured organic reaction records. describe an organic reaction: reactants, conditions, products, and yield The reactants are N(=O)[O-].[Na+] (sodium nitrite), NC(=O)N (urea), COC1=CC=C(C=C1)O (p- methoxyphenol), [I-].[K+] (potassium iodide), NC=1C=C(C(C#N)=CC1)C#N (4-Aminophthalonitrile), S(O)(O)(=O)=O (sulfuric acid), ice water, N(=O)[O-].[Na+] (sodium nitrite). Run in O (water), O (water). Product: IC=1C=C(C(C#N)=CC1)C#N (4-Iodophthalonitrile). Isolated yield 71.7%. Reaction SMILES: N[C:2]1[CH:3]=[C:4]([C:10]#[N:11])[C:5](=[CH:8][CH:9]=1)[C:6]#[N:7].S(=O)(=O)(O)O.N([O-])=O.[Na+].NC(N)=O.[I-:25].[K+].COC1C=CC(O)=CC=1>O>[I:25][C:2]1[CH:3]=[C:4]([C:10]#[N:11])[C:5](=[CH:8][CH:9]=1)[C:6]#[N:7] |f:2.3,5.6|. Reported procedure: 4-Aminophthalonitrile (40 g, 0.28 mol) was slowly added to 80 ml of concentrated sulfuric acid and the mixture was stirred with cooling (below 25° C.) until dissolution was complete. After cooling below 15° C., ice water (175 ml) was slowly added to precipitate the amine bisulfate. A solution of sodium nitrite (20 g, 0.29 mol) in 40 ml of water was then added at such a rate as to maintain the temperature at 0°-10° C. After stirring the solution for an additional 15 minutes, a few crystals of ure... As a reaction SMILES: [Al+3:37].[CH2:1]([c:2]1[cH:3][cH:4][cH:5][cH:6][cH:7]1)[N:8]1[C:9](=[O:35])[CH:10]([NH:15][C:16]([c:17]2[cH:18][cH:19][cH:20][cH:21][cH:22]2)([c:23]2[cH:24][cH:25][cH:26][cH:27][cH:28]2)[c:29]2[cH:30][cH:31][cH:32][cH:33][cH:34]2)[CH2:11][CH2:12][CH2:13][CH2:14]1.[H-:36].[H-:39].[H-:40].[H-:41].[Li+:38].[Na+:44].[O:45]1[CH2:46][CH2:47][CH2:48][CH2:49]1.[OH-:43].[OH2:42]>>[CH2:1]([c:2]1[cH:3][cH:4][cH:5][cH:6][cH:7]1)[N:8]1[CH2:9][CH:10]([NH:15][C:16]([c:17]2[cH:18][cH:19][cH:20][cH:21][cH:22]2)([c:23]2[cH:24][cH:25][cH:26][cH:27][cH:28]2)[c:29]2[cH:30][cH:31][cH:32][cH:33][cH:34]2)[CH2:11][CH2:12][CH2:13][CH2:14]1. The product is c1ccc(CN2CCCCC(NC(c3ccccc3)(c3ccccc3)c3ccccc3)C2)cc1. The reactants are [Al+3], O=C1C(NC(c2ccccc2)(c2ccccc2)c2ccccc2)CCCCN1Cc1ccccc1, [H-], [H-], [H-], [H-], [Li+], [Na+], C1CCOC1, [OH-], O. Reactants: CCOC(C)=O, ClCCl, OC1CCN(c2nccnc2OC2CN(c3ccc4ccccc4n3)C2)CC1. Yields the product O=C1CCN(c2nccnc2OC2CN(c3ccc4ccccc4n3)C2)CC1. Reaction SMILES: [CH3:32][CH2:33][O:34][C:35]([CH3:36])=[O:37].[Cl:29][CH2:30][Cl:31].[n:1]1[c:2]([N:11]2[CH2:12][CH:13]([O:15][c:16]3[c:17]([N:22]4[CH2:23][CH2:24][CH:25]([OH:28])[CH2:26][CH2:27]4)[n:18][cH:19][cH:20][n:21]3)[CH2:14]2)[cH:3][cH:4][c:5]2[cH:6][cH:7][cH:8][cH:9][c:10]12>>[n:1]1[c:2]([N:11]2[CH2:12][CH:13]([O:15][c:16]3[c:17]([N:22]4[CH2:23][CH2:24][C:25](=[O:28])[CH2:26][CH2:27]4)[n:18][cH:19][cH:20][n:21]3)[CH2:14]2)[cH:3][cH:4][c:5]2[cH:6][cH:7][cH:8][cH:9][c:10]12. Reactants: BrC1=CC(=C(C=C1)O)Cl (4-bromo-2-chlorophenol), C(C)(=O)OC(C)=O (acetic anhydride), N1=CC=CC=C1 (pyridine), ( 25 ), ( 9 ), ( 79 ), ( 21 ). Yields the product C(C)(=O)OC1=C(C=C(C=C1)Br)Cl (4-BROMO-2-CHLOROPHENYL ACETATE). As a reaction SMILES: [Br:1][C:2]1[CH:7]=[CH:6][C:5]([OH:8])=[C:4]([Cl:9])[CH:3]=1.[C:10](OC(=O)C)(=[O:12])[CH3:11].N1C=CC=CC=1>>[C:10]([O:8][C:5]1[CH:6]=[CH:7][C:2]([Br:1])=[CH:3][C:4]=1[Cl:9])(=[O:12])[CH3:11]. Reported procedure: Preparation according to Preparation 16 using 4-bromo-2-chlorophenol (6 g, 29 mmol) and acetic anhydride (13.4 g, 130 mmol) in pyridine (10.5 ml, 130 mmol). Yield 7.4 g. MS m/z (rel. intensity, 70 eV) 210 (25), 208 (bp), 206 (79), 63 (21), 62 (9), 250 (M+, 8). The reactants are CN(C)C=1C=CC(=CC1)N=NC=2C=CC(=CC2)S(=O)(=O)O (methyl orange), Cl (HCl), C(C1=CC=CC=C1)OC1=CC(=C(C=O)C=C1)O (4-benzyloxy-2-hydroxybenzaldehyde), C(#N)[BH3-].[Na+] (sodium cyanoborohydride). Solvent: O1CCCC1 (tetrahydrofuran), O (Water). Reaction conditions: time 8 hour. Product: C(C1=CC=CC=C1)OC=1C=CC(=C(C1)O)C (5-benzyloxy-2-methyl-phenol). Reaction SMILES: [CH2:1]([O:8][C:9]1[CH:16]=[CH:15][C:12]([CH:13]=O)=[C:11]([OH:17])[CH:10]=1)[C:2]1[CH:7]=[CH:6][CH:5]=[CH:4][CH:3]=1.C([BH3-])#N.[Na+].CN(C1C=CC(N=NC2C=CC(S(O)(=O)=O)=CC=2)=CC=1)C.Cl>O1CCCC1.O>[CH2:1]([O:8][C:9]1[CH:16]=[CH:15][C:12]([CH3:13])=[C:11]([OH:17])[CH:10]=1)[C:2]1[CH:3]=[CH:4][CH:5]=[CH:6][CH:7]=1 |f:1.2|. Procedure details: To a solution of 4-benzyloxy-2-hydroxybenzaldehyde (2.28 g, 10.0 mmol, prepared by the method of Example 18 below) and sodium cyanoborohydride (2.0 g, 15.9 mmol) in tetrahydrofuran (60 mL) was added methyl orange as an indicator, giving the solution a yellow color; 1N aqueous HCl solution (15 mL) was added slowly, keeping the solution orange. The mixture was stirred overnight at room temperature. Water was added, and the mixture was extracted with ethyl acetate three times. The combined organic ...